This data is from the Open Reaction Database (ORD), a public repository of structured organic reaction records. The task is: describe an organic reaction: reactants, conditions, products, and yield The product is C(C)(C)(C)OC(=O)N(CCCOC=1C=C(C=C(C(=O)OC)C1)C(=O)OC)CC(C)C (Dimethyl 5-(3-((tert-butoxycarbonyl)(isobutyl)amino)propoxy)isophthalate). Run at time 16 hour. The reactants are OC=1C=C(C=C(C(=O)OC)C1)C(=O)OC (Dimethyl 5-hydroxyisophthalate), CS(=O)(=O)OCCCN(CC(C)C)C(=O)OC(C)(C)C (3-((tert-Butoxycarbonyl)(isobutyl)amino)-propyl methanesulfonate). Reported procedure: Dimethyl 5-hydroxyisophthalate (0.30 g, 1.44 mmol) cesium carbonate (0.95 g, 2.88 mmol) and CH3CN (25 mL) were stirred for 30 min. 3-((tert-Butoxycarbonyl)(isobutyl)amino)-propyl methanesulfonate (0.63 g, 2.02 mmol) was added and the reaction mixture was stirred for 16 h. The reaction mixture was concentrated under reduced pressure and partitioned between EtOAc (50 mL) and H2O (50 mL). The layers were separated and the aqueous layer was extracted with EtOAc (50 mL). The combined organics were dr... The solvent is CC#N (CH3CN). Reaction SMILES: [OH:1][C:2]1[CH:3]=[C:4]([C:12]([O:14][CH3:15])=[O:13])[CH:5]=[C:6]([CH:11]=1)[C:7]([O:9][CH3:10])=[O:8].CS(O[CH2:21][CH2:22][CH2:23][N:24]([C:29]([O:31][C:32]([CH3:35])([CH3:34])[CH3:33])=[O:30])[CH2:25][CH:26]([CH3:28])[CH3:27])(=O)=O>CC#N>[C:32]([O:31][C:29]([N:24]([CH2:25][CH:26]([CH3:27])[CH3:28])[CH2:23][CH2:22][CH2:21][O:1][C:2]1[CH:11]=[C:6]([C:7]([O:9][CH3:10])=[O:8])[CH:5]=[C:4]([CH:3]=1)[C:12]([O:14][CH3:15])=[O:13])=[O:30])([CH3:34])([CH3:35])[CH3:33]. Starting materials: ClCCl, [Na+], O=C([O-])O, COC1OC(C)C2C(O)C3CCCCC3CC12. Yields the product COC1OC(C)C2C(=O)C3CCCCC3CC12. Reaction SMILES: [CH2:23]([Cl:24])[Cl:25].[Na+:18].[OH:19][C:20](=[O:21])[O-:22].[OH:1][CH:2]1[CH:3]2[CH2:4][CH2:5][CH2:6][CH2:7][CH:8]2[CH2:9][CH:10]2[CH:11]([O:16][CH3:17])[O:12][CH:13]([CH3:15])[CH:14]12>>[O:1]=[C:2]1[CH:3]2[CH2:4][CH2:5][CH2:6][CH2:7][CH:8]2[CH2:9][CH:10]2[CH:11]([O:16][CH3:17])[O:12][CH:13]([CH3:15])[CH:14]12. Starting materials: ClCCOC1=C(C(=CC(=C1)[N+](=O)[O-])OC)OC (1-(2-chloroethoxy)-2,3-dimethoxy-5-nitrobenzene), C(=O)([O-])[O-].[K+].[K+] (K2CO3), CN1CCNCC1 (N-methylpiperazine), C(=O)([O-])[O-].[K+].[K+] (K2CO3), N1CCNCC1 (piperazine). Solvent: CC#N (CH3CN). The product is COC1=C(C=C(C=C1OC)[N+](=O)[O-])OCCN1CCN(CC1)C (2,3-dimethoxy-1-(2-(4-methylpiperazin-1-yl)ethoxy)-5-nitrobenzene). Reaction SMILES: Cl[CH2:2][CH2:3][O:4][C:5]1[CH:10]=[C:9]([N+:11]([O-:13])=[O:12])[CH:8]=[C:7]([O:14][CH3:15])[C:6]=1[O:16][CH3:17].C([O-])([O-])=O.[K+].[K+].[CH3:24][N:25]1[CH2:30][CH2:29][NH:28][CH2:27][CH2:26]1.N1CCNCC1>CC#N>[CH3:17][O:16][C:6]1[C:7]([O:14][CH3:15])=[CH:8][C:9]([N+:11]([O-:13])=[O:12])=[CH:10][C:5]=1[O:4][CH2:3][CH2:2][N:28]1[CH2:29][CH2:30][N:25]([CH3:24])[CH2:26][CH2:27]1 |f:1.2.3|. Procedure details: A mixture of 1-(2-chloroethoxy)-2,3-dimethoxy-5-nitrobenzene (1.382 g, 5.28 mmol), K2CO3 (1.83 g, 13.2 mmol), and N-methylpiperazine (1.76 mL, 15.85 mmol) was stirred and heated under N2 in CH3CN (20 mL) under reflux overnight. The next day 0.80 g K2CO3 and 0.66 mL piperazine were added (1.1 eq.) and heated for 3 h more when HPLC showed that the reaction was complete. The solids were filtered and washed well with CH3CN and the filtrate was evaporated at 80° C. to remove excess amine. The resulti... Reactants: NC1=CC=C(C=C1)C (p-toluidine), CC=1C(=NC(=NC1C)Cl)N1C(C2=CC=CC=C2CC1)C (5,6-dimethyl-4-(1-methyl-1,2,3,4-tetrahydroisoquinolin-2-yl)-2-chloropyrimidine). Run in CN(C=O)C (dimethylformamide). Yields the product Cl.CC=1C(=NC(=NC1C)NC1=CC=C(C=C1)C)N1C(C2=CC=CC=C2CC1)C (5,6-dimethyl-2-(4-methylphenylamino)-4-(1-methyl-1,2,3,4-tetrahydroisoquinolin-2-yl)pyrimidine hydrochloride). Isolated yield 27.3%. Reaction SMILES: [NH2:1][C:2]1[CH:7]=[CH:6][C:5]([CH3:8])=[CH:4][CH:3]=1.[CH3:9][C:10]1[C:11]([N:18]2[CH2:27][CH2:26][C:25]3[C:20](=[CH:21][CH:22]=[CH:23][CH:24]=3)[CH:19]2[CH3:28])=[N:12][C:13]([Cl:17])=[N:14][C:15]=1[CH3:16]>CN(C)C=O>[ClH:17].[CH3:9][C:10]1[C:11]([N:18]2[CH2:27][CH2:26][C:25]3[C:20](=[CH:21][CH:22]=[CH:23][CH:24]=3)[CH:19]2[CH3:28])=[N:12][C:13]([NH:1][C:2]2[CH:7]=[CH:6][C:5]([CH3:8])=[CH:4][CH:3]=2)=[N:14][C:15]=1[CH3:16] |f:3.4|. Procedure: After p-toluidine(0.45 g, 4.20 mmol) was added to a mixture solution of 5,6-dimethyl-4-(1-methyl-1,2,3,4-tetrahydroisoquinolin-2-yl)-2-chloropyrimidine(0.80 g, 2.78 mmol) and dimethylformamide(5 ml), 0.30 g of the titled compound was obtained in accordance with the same procedure as in Step 2 of Example 1. Starting materials: N[C@@H](CC1=CC=CC=C1)C(=O)O (phenylalanine), II (iodine). Solvent: C(C)(=O)O (acetic acid), OS(=O)(=O)O (H2SO4). Run at temperature 35 celsius. The product is IC1=CC=C(C[C@H](N)C(=O)O)C=C1 (4-iodo-L-phenylalanine). The yield is 132.8%. RXN SMILES: [NH2:1][C@H:2]([C:10]([OH:12])=[O:11])[CH2:3][C:4]1[CH:9]=[CH:8][CH:7]=[CH:6][CH:5]=1.[I:13]I>C(O)(=O)C.OS(O)(=O)=O>[I:13][C:7]1[CH:8]=[CH:9][C:4]([CH2:3][C@@H:2]([C:10]([OH:12])=[O:11])[NH2:1])=[CH:5][CH:6]=1. Procedure details: Into a solution of 40.15 gm (0.243 mol) of phenylalanine in a mixture of 220 mL of acetic acid and 29 mL of concentrated H2SO4 was added 24.65 gm (0.097 mol) of powered iodine and 10.18 gm (0.051 mol) of powered NalO3 while stirring. The reaction mixture was stirred at 70° C. for 21 h, during this time, two portions of 1 gm of NalO3 were added. The mixture was cooled and the acetic acid was removed by using rotavapor while temperature was maintained at 35° C. and the residue oil was diluted by a... Run at time 30 minute. Procedure: To a solution of potassium t-butoxide (16.8 g) in t-butyl alcohol (150 ml) is added dropwise with stirring a solution of benzaldehyde (15.9 g) and succinic acid dimethyl ester (26.3 g) in t-butyl alcohol (20 ml) at room temperature, and the mixture is stirred for 30 minutes. The reaction mixture is poured into ice-water (200 ml), and the mixture is extracted with isopropyl ether. The pH value of the aqueous layer is adjusted to pH 2-3, and the mixture is extracted with ethyl acetate. The ethyl a... RXN SMILES: CC(C)([O-])C.[K+].[CH:7](=O)[C:8]1[CH:13]=[CH:12][CH:11]=[CH:10][CH:9]=1.[CH3:15][O:16][C:17](=[O:24])[CH2:18][CH2:19][C:20]([O:22][CH3:23])=[O:21]>C(O)(C)(C)C>[CH3:15][O:16][C:17](=[O:24])[CH2:18]/[C:19](/[C:20]([O:22][CH3:23])=[O:21])=[CH:7]\[C:8]1[CH:13]=[CH:12][CH:11]=[CH:10][CH:9]=1 |f:0.1|. The solvent is C(C)(C)(C)O (t-butyl alcohol), C(C)(C)(C)O (t-butyl alcohol). Starting materials: ice water, CC(C)([O-])C.[K+] (potassium t-butoxide), C(C1=CC=CC=C1)=O (benzaldehyde), COC(CCC(=O)OC)=O (succinic acid dimethyl ester). The yield is 66.1%. The product is COC(C/C(=C\C1=CC=CC=C1)/C(=O)OC)=O ((E)-3-methoxycarbonyl-4-phenyl-3-butenoic acid methyl ester). Starting materials: [W] (Tungsten), N(S(=O)(=O)C(F)(F)F)S(=O)(=O)C(F)(F)F (HNTf2). Run in O (water). Conditions: temperature 150 celsius. The product is N(S(=O)(=O)C(F)(F)F)S(=O)(=O)C(F)(F)F.N(S(=O)(=O)C(F)(F)F)S(=O)(=O)C(F)(F)F.[W] (Tungsten Bis-triflimide). RXN SMILES: [W:1].[NH:2]([S:10]([C:13]([F:16])([F:15])[F:14])(=[O:12])=[O:11])[S:3]([C:6]([F:9])([F:8])[F:7])(=[O:5])=[O:4]>O>[NH:2]([S:3]([C:6]([F:9])([F:7])[F:8])(=[O:5])=[O:4])[S:10]([C:13]([F:16])([F:15])[F:14])(=[O:12])=[O:11].[NH:2]([S:3]([C:6]([F:9])([F:7])[F:8])(=[O:5])=[O:4])[S:10]([C:13]([F:16])([F:15])[F:14])(=[O:12])=[O:11].[W:1] |f:3.4.5|. Procedure details: Tungsten metal (1.0 g, 99% purity) filings were suspended in water (20 mL) and hydrogen bis-triflimide (HNTf2) (5 g) was added. This mixture was heated under reflux for 144 hours. The resultant slurry was cooled, filtered and concentrated on a rotary evaporator to give a colourless solution that crystalised on standing. The crystals were heated at 150° C. at 1 mmHg to remove the residual water and hydrogen bis-triflimide. The precise structure of the catalyst is not known, but it was found to be... The reactants are COC(CCC1=CC(=CC=C1)CNCC1=CC=C(C=C1)C1=NC=CC=N1)=O (3-{3-[(4-pyrimidin-2-yl-benzylamino)-methyl]-phenyl}-propionic acid methyl ester), C1(=CC=CC=C1)S(=O)(=O)Cl (benzenesulfonyl chloride). The solvent is C(C)N(CC)CC (triethylamine). Yields the product COC(CCC1=CC(=CC=C1)CN(CC1=CC=C(C=C1)C1=NC=CC=N1)S(=O)(=O)C1=CC=CC=C1)=O (3-(3-{[Benzenesulfonyl-(4-pyrimidin-2-yl-benzyl)-amino]-methyl}-phenyl)-propionic acid methyl ester). RXN SMILES: [CH3:1][O:2][C:3](=[O:27])[CH2:4][CH2:5][C:6]1[CH:11]=[CH:10][CH:9]=[C:8]([CH2:12][NH:13][CH2:14][C:15]2[CH:20]=[CH:19][C:18]([C:21]3[N:26]=[CH:25][CH:24]=[CH:23][N:22]=3)=[CH:17][CH:16]=2)[CH:7]=1.[C:28]1([S:34](Cl)(=[O:36])=[O:35])[CH:33]=[CH:32][CH:31]=[CH:30][CH:29]=1>C(N(CC)CC)C>[CH3:1][O:2][C:3](=[O:27])[CH2:4][CH2:5][C:6]1[CH:11]=[CH:10][CH:9]=[C:8]([CH2:12][N:13]([S:34]([C:28]2[CH:33]=[CH:32][CH:31]=[CH:30][CH:29]=2)(=[O:36])=[O:35])[CH2:14][C:15]2[CH:20]=[CH:19][C:18]([C:21]3[N:26]=[CH:25][CH:24]=[CH:23][N:22]=3)=[CH:17][CH:16]=2)[CH:7]=1. Procedure: The title compound of Step B was prepared following the method described in Step B of Example 1 from 3-{3-[(4-pyrimidin-2-yl-benzylamino)-methyl]-phenyl}-propionic acid methyl ester, prepared in Step A of Example 11z, and benzenesulfonyl chloride using triethylamine in place of N,N-diisopropylethylamine. 1H NMR (400 MHz, CDCl3) δ 8.79 (m, 2H), 8.27 (dd, 2H), 7.88 (m, 2H), 7.61 (m, 1H), 7.55 (m, 2H), 7.18 (m, 1H), 7.12 (m, 3H), 7.03 (d, 1H), 6.88 (d, 1H), 6.79 (s, 1H), 4.38 (s, 2H), 4.32 (s, 2H),... The reactants are NC=1SC=C(N1)/C(/C(=O)NC1[C@@H]2N(C(=C(CS2)COC(=O)N2CCCC2)C(=O)[O-])C1=O)=N/O.[Na+] (Sodium 7-[(Z)-2-(2-aminothiazol-4-yl)-2-hydroxyiminoacetamido]-3-(1-pyrrolidinyl)carbonyloxymethyl-3-cephem-4-carboxylate), C(C(C)(C)C)(=O)OCI (iodomethyl pivalate). The product is C(C(C)(C)C)(=O)OCOC(=O)C1=C(CS[C@H]2N1C(C2NC(\C(=N/O)\C=2N=C(SC2)N)=O)=O)COC(=O)N2CCCC2 (Pivaloyloxymethyl-7-[(Z)-2-(2-aminothiazol-4-yl)-2-hydroxyiminoacetamido]-3-(1-pyrrolidinyl)carbonyloxymethyl-3-cephem-4-carboxylate). Isolated yield 28.0%. As a reaction SMILES: [NH2:1][C:2]1[S:3][CH:4]=[C:5](/[C:7](=[N:32]/[OH:33])/[C:8]([NH:10][CH:11]2[C:30](=[O:31])[N:13]3[C:14]([C:27]([O-:29])=[O:28])=[C:15]([CH2:18][O:19][C:20]([N:22]4[CH2:26][CH2:25][CH2:24][CH2:23]4)=[O:21])[CH2:16][S:17][C@H:12]23)=[O:9])[N:6]=1.[Na+].[C:35]([O:41][CH2:42]I)(=[O:40])[C:36]([CH3:39])([CH3:38])[CH3:37]>>[C:35]([O:41][CH2:42][O:28][C:27]([C:14]1[N:13]2[C:30](=[O:31])[CH:11]([NH:10][C:8](=[O:9])/[C:7](/[C:5]3[N:6]=[C:2]([NH2:1])[S:3][CH:4]=3)=[N:32]\[OH:33])[C@H:12]2[S:17][CH2:16][C:15]=1[CH2:18][O:19][C:20]([N:22]1[CH2:26][CH2:25][CH2:24][CH2:23]1)=[O:21])=[O:29])(=[O:40])[C:36]([CH3:39])([CH3:38])[CH3:37] |f:0.1|. Procedure: The compound obtained in Example 13 and iodomethyl pivalate were reacted, whereby the title compound was obtained (yield: 28%). Starting materials: COC(=O)c1ccc(Br)cc1, C#Cc1ccc(CCCC)cc1, CC#N, [I-], Cl[Pd]Cl, c1ccc(P(c2ccccc2)c2ccccc2)cc1, c1ccc(P(c2ccccc2)c2ccccc2)cc1. The product is CCCCc1ccc(C#Cc2ccc(C(=O)OC)cc2)cc1. RXN SMILES: [Br:13][c:14]1[cH:15][cH:16][c:17]([C:18](=[O:19])[O:20][CH3:21])[cH:22][cH:23]1.[CH2:1]([CH2:2][CH2:3][CH3:4])[c:5]1[cH:6][cH:7][c:8]([C:11]#[CH:12])[cH:9][cH:10]1.[CH3:25][C:26]#[N:27].[I-:24].[Pd:28]([Cl:29])[Cl:30].[c:31]1([P:32]([c:33]2[cH:34][cH:35][cH:36][cH:37][cH:38]2)[c:39]2[cH:40][cH:41][cH:42][cH:43][cH:44]2)[cH:45][cH:46][cH:47][cH:48][cH:49]1.[c:50]1([P:51]([c:52]2[cH:53][cH:54][cH:55][cH:56][cH:57]2)[c:58]2[cH:59][cH:60][cH:61][cH:62][cH:63]2)[cH:64][cH:65][cH:66][cH:67][cH:68]1>>[CH2:1]([CH2:2][CH2:3][CH3:4])[c:5]1[cH:6][cH:7][c:8]([C:11]#[C:12][c:14]2[cH:15][cH:16][c:17]([C:18](=[O:19])[O:20][CH3:21])[cH:22][cH:23]2)[cH:9][cH:10]1.